From a dataset of the Open Reaction Database (ORD), a public repository of structured organic reaction records. describe an organic reaction: reactants, conditions, products, and yield Reactants: [Al+3], [Al+3], [Cl-], [Cl-], [Cl-], COc1cc(NC(=O)CCCCCN2CCN(c3ccc(Cl)c(Cl)c3)CC2)c2nccc(C)c2c1, [H-], [H-], [H-], [H-], [Li+], [Na+], C1CCOC1, [OH-], O. Yields the product COc1cc(NCCCCCCN2CCN(c3ccc(Cl)c(Cl)c3)CC2)c2nccc(C)c2c1. RXN SMILES: [Al+3:2].[Al+3:6].[Cl-:1].[Cl-:3].[Cl-:4].[Cl:11][c:12]1[cH:13][c:14]([N:19]2[CH2:20][CH2:21][N:22]([CH2:25][CH2:26][CH2:27][CH2:28][CH2:29][C:30](=[O:31])[NH:32][c:33]3[cH:34][c:35]([O:44][CH3:45])[cH:36][c:37]4[c:38]([CH3:43])[cH:39][cH:40][n:41][c:42]34)[CH2:23][CH2:24]2)[cH:15][cH:16][c:17]1[Cl:18].[H-:10].[H-:5].[H-:8].[H-:9].[Li+:7].[Na+:47].[O:48]1[CH2:49][CH2:50][CH2:51][CH2:52]1.[OH-:46].[OH2:53]>>[Cl:11][c:12]1[cH:13][c:14]([N:19]2[CH2:20][CH2:21][N:22]([CH2:25][CH2:26][CH2:27][CH2:28][CH2:29][CH2:30][NH:32][c:33]3[cH:34][c:35]([O:44][CH3:45])[cH:36][c:37]4[c:38]([CH3:43])[cH:39][cH:40][n:41][c:42]34)[CH2:23][CH2:24]2)[cH:15][cH:16][c:17]1[Cl:18]. Reactants: O=C([O-])C(O)C(O)C(=O)[O-], CC(C)C[Al+]CC(C)C, C1CCOC1, CCOC(C)=O, COC(=O)c1nnc(N2CCC(NC(=O)c3[nH]c(C)c(Cl)c3Cl)CC2)o1, [H-], [K+], [Na+]. Yields the product Cc1[nH]c(C(=O)NC2CCN(c3nnc(CO)o3)CC2)c(Cl)c1Cl. RXN SMILES: [C:37]([CH:38]([CH:39]([C:40]([O-:41])=[O:42])[OH:43])[OH:44])([O-:45])=[O:46].[CH2:2]([Al+:3][CH2:4][CH:5]([CH3:6])[CH3:7])[CH:8]([CH3:9])[CH3:10].[CH2:55]1[O:56][CH2:57][CH2:58][CH2:59]1.[CH3:49][CH2:50][O:51][C:52]([CH3:53])=[O:54].[Cl:11][c:12]1[c:13]([C:19](=[O:20])[NH:21][CH:22]2[CH2:23][CH2:24][N:25]([c:28]3[n:29][n:30][c:31]([C:33](=[O:34])[O:35][CH3:36])[o:32]3)[CH2:26][CH2:27]2)[nH:14][c:15]([CH3:18])[c:16]1[Cl:17].[H-:1].[K+:48].[Na+:47]>>[Cl:11][c:12]1[c:13]([C:19](=[O:20])[NH:21][CH:22]2[CH2:23][CH2:24][N:25]([c:28]3[n:29][n:30][c:31]([CH2:33][OH:34])[o:32]3)[CH2:26][CH2:27]2)[nH:14][c:15]([CH3:18])[c:16]1[Cl:17].